describe an organic reaction: reactants, conditions, products, and yield From a dataset of the Open Reaction Database (ORD), a public repository of structured organic reaction records. Starting materials: OC1=CC=C(OCC(=O)OCCC2=CC=C(C=C2)O)C=C1 (4-hydroxyphenethyl 2-(4-hydroxyphenoxy)acetate), C(CC1=CC=C(C=C1)O)C(=O)O (desaminotyrosine). Yields the product OC1=CC=C(C=C1)CCC(=O)OCCC1=CC=C(C=C1)O (4-hydroxyphenethyl 3-(4-hydroxyphenyl)propanoate). Reaction SMILES: OC1C=CC(O[CH2:7][C:8]([O:10][CH2:11][CH2:12][C:13]2[CH:18]=[CH:17][C:16]([OH:19])=[CH:15][CH:14]=2)=[O:9])=CC=1.C(C(O)=O)[CH2:23][C:24]1[CH:29]=[CH:28][C:27]([OH:30])=[CH:26][CH:25]=1>>[OH:30][C:27]1[CH:28]=[CH:29][C:24]([CH2:23][CH2:7][C:8]([O:10][CH2:11][CH2:12][C:13]2[CH:14]=[CH:15][C:16]([OH:19])=[CH:17][CH:18]=2)=[O:9])=[CH:25][CH:26]=1. Procedure details: Using a similar procedure, 4-hydroxyphenethyl 2-(4-hydroxyphenoxy)acetate (compound of Formula (V) where L1=bond, L4=—O—, m=2, n=1, y1=y2=0) is prepared by substituting 2-(4-hydroxyphenoxy)acetic acid for desaminotyrosine. Similar results are obtained. Reactants: CC1=CC=C(C(=N1)N1CCC(CC1)=CC#C)[N+](=O)[O-] (6-Methyl-3-Nitro-2-(4-prop-2-ynylidenepiperidin-1-yl)pyridine), O.[F-].C(CCC)[N+](CCCC)(CCCC)CCCC (tetrabutylammonium fluoride monohydrate), C[Si](C#CC=C1CCNCC1)(C)C (4-(3-Trimethylsilylprop-2-ynylidene)piperidine), CC(=O)NC1=CC(=CC=C1)Br (3-bromoacetanilide). Yields the product CC1=CC=C(C(=N1)N1CCC(CC1)=CC#CC=1C=C(C=CC1)CC(=O)N)[N+](=O)[O-] (3-{3-[1-(6-Methyl-3-nitropyridin-2-yl)piperidin-4-ylidene]prop-1-ynyl}phenylacetamide). Isolated yield 54.0%. Reaction SMILES: [CH3:1][C:2]1[N:7]=[C:6]([N:8]2[CH2:13][CH2:12][C:11](=[CH:14][C:15]#[CH:16])[CH2:10][CH2:9]2)[C:5]([N+:17]([O-:19])=[O:18])=[CH:4][CH:3]=1.C[Si](C)(C)[C:22]#[C:23][CH:24]=[C:25]1[CH2:30][CH2:29][NH:28][CH2:27][CH2:26]1.CC(NC1C=CC=C(Br)C=1)=[O:35].O.[F-].C([N+](CCCC)(CCCC)CCCC)CCC>>[CH3:1][C:2]1[N:7]=[C:6]([N:8]2[CH2:13][CH2:12][C:11](=[CH:14][C:15]#[C:16][C:27]3[CH:26]=[C:25]([CH2:30][C:29]([NH2:28])=[O:35])[CH:24]=[CH:23][CH:22]=3)[CH2:10][CH2:9]2)[C:5]([N+:17]([O-:19])=[O:18])=[CH:4][CH:3]=1 |f:3.4.5|. Procedure: The title Compound was prepared from Compound 274c following the procedure described for the compound of Example 274 using 3-bromoacetanilide instead of 1-bromo-3,5-difluorobenzene and adding 1 molar equivalent of tetrabutylammonium fluoride monohydrate to the starting reaction mixture. After the work-up, the residue was purified by automated flash liquid chromatography (SP1™-Biotage) eluting with PE-EtOAc gradient from 7:3 to 4:6 affording the title product. Orange oil. Yield: 54%. Starting materials: O=C([O-])[O-], CN(c1cccc2cc(C3=NCC(COS(C)(=O)=O)S3)[nH]c12)S(=O)(=O)c1ccccn1, CN(C)C=O, [K+], [K+], O, c1nc[nH]n1. Yields the product CN(c1cccc2cc(C3=NCC(Cn4cncn4)S3)[nH]c12)S(=O)(=O)c1ccccn1. Reaction SMILES: [C:37](=[O:38])([O-:39])[O-:40].[CH3:1][S:2]([O:3][CH2:6][CH:7]1[CH2:8][N:9]=[C:10]([c:12]2[nH:13][c:14]3[c:15]([N:21]([S:22](=[O:23])(=[O:24])[c:25]4[n:26][cH:27][cH:28][cH:29][cH:30]4)[CH3:31])[cH:16][cH:17][cH:18][c:19]3[cH:20]2)[S:11]1)(=[O:4])=[O:5].[CH3:43][N:44]([CH3:45])[CH:46]=[O:47].[K+:41].[K+:42].[OH2:48].[nH:32]1[n:33][cH:34][n:35][cH:36]1>>[CH2:6]([CH:7]1[CH2:8][N:9]=[C:10]([c:12]2[nH:13][c:14]3[c:15]([N:21]([S:22](=[O:23])(=[O:24])[c:25]4[n:26][cH:27][cH:28][cH:29][cH:30]4)[CH3:31])[cH:16][cH:17][cH:18][c:19]3[cH:20]2)[S:11]1)[n:32]1[n:33][cH:34][n:35][cH:36]1.